This data is from the Open Reaction Database (ORD), a public repository of structured organic reaction records. The task is: describe an organic reaction: reactants, conditions, products, and yield Reactants: C(=O)(O)C12CCC(CC1)(CC2)NCC(=O)N2[C@@H](C[C@@H](C2)F)C#N ((2S,4S)-1-[[N-(4-carboxybicyclo[2.2.2]oct-1-yl)amino]acetyl]-4-fluoropyrrolidine-2-carbonitrile), NC1=CC=C(C=C1)C=CC1=CC=CC=C1 (4-aminostilbene). The product is F[C@H]1C[C@H](N(C1)C(CNC12CCC(CC1)(CC2)C(=O)NC2=CC=C(C=C2)C=CC2=CC=CC=C2)=O)C#N ((2S,4S)-4-fluoro-1-[[N-[4-[N-(4-styrylphenyl)amino]carbonylbicyclo[2.2.2]oct-1-yl]amino]acetyl]pyrrolidine-2-carbonitrile). The yield is 27.5%. RXN SMILES: [C:1]([C:4]12[CH2:11][CH2:10][C:7]([NH:12][CH2:13][C:14]([N:16]3[CH2:20][C@@H:19]([F:21])[CH2:18][C@H:17]3[C:22]#[N:23])=[O:15])([CH2:8][CH2:9]1)[CH2:6][CH2:5]2)(O)=[O:2].[NH2:24][C:25]1[CH:30]=[CH:29][C:28]([CH:31]=[CH:32][C:33]2[CH:38]=[CH:37][CH:36]=[CH:35][CH:34]=2)=[CH:27][CH:26]=1>>[F:21][C@@H:19]1[CH2:20][N:16]([C:14](=[O:15])[CH2:13][NH:12][C:7]23[CH2:10][CH2:11][C:4]([C:1]([NH:24][C:25]4[CH:26]=[CH:27][C:28]([CH:31]=[CH:32][C:33]5[CH:34]=[CH:35][CH:36]=[CH:37][CH:38]=5)=[CH:29][CH:30]=4)=[O:2])([CH2:5][CH2:6]2)[CH2:9][CH2:8]3)[C@H:17]([C:22]#[N:23])[CH2:18]1. Reported procedure: In a similar manner to Example 63, (2S,4S)-1-[[N-(4-carboxybicyclo[2.2.2]oct-1-yl)amino]acetyl]-4-fluoropyrrolidine-2-carbonitrile (50.0 mg) and 4-aminostilbene (66.4 mg) were used to obtain (2S,4S)-4-fluoro-1-[[N-[4-[N-(4-styrylphenyl)amino]carbonylbicyclo[2.2.2]oct-1-yl]amino]acetyl]pyrrolidine-2-carbonitrile (21.3 mg).